Dataset: the Open Reaction Database (ORD), a public repository of structured organic reaction records. Task: describe an organic reaction: reactants, conditions, products, and yield Reactants: C(C1=CC=CC=C1)Br (benzylbromide), C(C)(=O)O (acetic acid), C([O-])([O-])=O.[K+].[K+] (potassium carbonate), ClC1=NC(=C2NC=NC2=N1)Cl (2,6-dichloropurine). Run in CS(=O)C (dimethylsulfoxide). Run at time 45 minute. The product is ClC1=NC(=C2N=CN(C2=N1)CC1=CC=CC=C1)Cl (2,6-dichloro-9-benzylpurine), ClC1=NC(=C2N(C=NC2=N1)CC1=CC=CC=C1)Cl (2,6-dichloro-7-benzylpurine). Reaction SMILES: C(=O)([O-])[O-].[K+].[K+].[Cl:7][C:8]1[N:16]=[C:15]2[C:11]([NH:12][CH:13]=[N:14]2)=[C:10]([Cl:17])[N:9]=1.[CH2:18](Br)[C:19]1[CH:24]=[CH:23][CH:22]=[CH:21][CH:20]=1.C(O)(=O)C>CS(C)=O>[Cl:7][C:8]1[N:16]=[C:15]2[C:11]([N:12]=[CH:13][N:14]2[CH2:18][C:19]2[CH:24]=[CH:23][CH:22]=[CH:21][CH:20]=2)=[C:10]([Cl:17])[N:9]=1.[Cl:7][C:8]1[N:16]=[C:15]2[C:11]([N:12]([CH2:18][C:19]3[CH:24]=[CH:23][CH:22]=[CH:21][CH:20]=3)[CH:13]=[N:14]2)=[C:10]([Cl:17])[N:9]=1 |f:0.1.2|. Reported procedure: To a suspension of 4.56 potassium carbonate and 5.67 g of 2,6-dichloropurine in 40 ml of dimethylsulfoxide was added, 5.64 g of benzylbromide. The mixture was stirred for 45 minutes under nitrogen at room temperature and was then poured onto crushed ice. The pH of the mixture was adjusted to 5 with acetic acid and extracted with methylene chloride (2×400 ml). The combined extracts were washed with water (6×400 ml), and brine (1×400 ml), dried over sodium sulfate and evaporated. The residue was c...